The task is: describe an organic reaction: reactants, conditions, products, and yield. This data is from the Open Reaction Database (ORD), a public repository of structured organic reaction records. Starting materials: C(C)(C)(C)OC([C@@H](CCI)N(S(=O)(=O)C1=CC=C(C=C1)C1=CC=C(C=C1)Cl)C(=O)OC(C)(C)C)=O ((2R)-[t-butyloxycarbonyl(4′-chlorobiphenyl-4-sulfonyl)amino]-4-iodobutyric acid t-butyl ester), CN1C(NC(C1(C)C)=O)=O (3,4,4-trimethyl-2,5-dioxoimidazoline), C([O-])([O-])=O.[K+].[K+] (potassium carbonate). The reagents and catalysts are C1COCCOCCOCCOCCOCCO1 (18-crown-6). Solvent: CN(C)C=O (DMF). Run at time 3 hour. Product: C(C)(C)(C)OC(C(CCN1C(N(C(C1=O)(C)C)C)=O)(NS(=O)(=O)C1=CC=C(C=C1)C1=CC=C(C=C1)Cl)C(=O)OC(C)(C)C)=O (t-Butyloxycarbonyl(4′-chlorobiphenyl-4-sulfonylamino]-4-(3,4,4-trimethyl-2,5-dioxoimidazolin-1-yl)butyric acid t-butyl ester). Yield: 41.0%. Reaction SMILES: [C:1]([O:5][C:6](=[O:35])[C@H:7]([N:11](C(OC(C)(C)C)=O)[S:12]([C:15]1[CH:20]=[CH:19][C:18]([C:21]2[CH:26]=[CH:25][C:24]([Cl:27])=[CH:23][CH:22]=2)=[CH:17][CH:16]=1)(=[O:14])=[O:13])[CH2:8][CH2:9]I)([CH3:4])([CH3:3])[CH3:2].[CH3:36][N:37]1[C:41]([CH3:43])([CH3:42])[C:40](=[O:44])[NH:39][C:38]1=[O:45].[C:46](=[O:49])([O-])[O-:47].[K+].[K+]>CN(C=O)C.C1OCCOCCOCCOCCOCCOC1>[C:1]([O:47][C:46](=[O:49])[C:7]([C:6]([O:5][C:1]([CH3:2])([CH3:3])[CH3:4])=[O:35])([NH:11][S:12]([C:15]1[CH:16]=[CH:17][C:18]([C:21]2[CH:26]=[CH:25][C:24]([Cl:27])=[CH:23][CH:22]=2)=[CH:19][CH:20]=1)(=[O:13])=[O:14])[CH2:8][CH2:9][N:39]1[C:40](=[O:44])[C:41]([CH3:43])([CH3:42])[N:37]([CH3:36])[C:38]1=[O:45])([CH3:4])([CH3:3])[CH3:2] |f:2.3.4|. Procedure: To a solution of the title F compound, (2R)-[t-butyloxycarbonyl(4′-chlorobiphenyl-4-sulfonyl)amino]-4-iodobutyric acid t-butyl ester (0.6 g, 0.94 mmol) in 10 mL DMF is added 3,4,4-trimethyl-2,5-dioxoimidazoline and potassium carbonate (0.65 g, 4.72 mmol) followed by 2 mg of 18-crown-6. The reaction mixture is stirred at room RT for 3 h, then partitioned between water and EtOAc. The organic solution is washed with brine, dried over anhydrous Na2SO4 and concentrated. Chomatography on silica gel (e... Starting materials: C(C)(C)(C)OC(=O)N[C@H](C(=O)OCC)CC1=CC=C(C=C1)C1=CC(=CC=C1)NCC(=O)OC(C)(C)C (ethyl (S)-2-tert-butoxycarbonylamino-3-[3′-(tert-butoxycarbonylmethylamino)biphenyl-4-yl]propionate), coupled product, C(C)(C)(C)OC(=O)N[C@H](C(=O)OCC)CC1=CC=C(C=C1)OS(=O)(=O)C(F)(F)F (ethyl (S)-2-tert-butoxycarbonylamino-3-(4-trifluoromethanesulfonyloxyphenyl)propionate), 3-boronic acid benzaldehyde. Yields the product C(C)(C)(C)OC(=O)N[C@H](C(=O)OCC)CC1=CC=C(C=C1)C1=CC(=CC=C1)C=O (ethyl (S)-2-tert-butoxycarbonylamino-3-(3′-formylbiphenyl-4-yl)propionate). Isolated yield 61.0%. RXN SMILES: [C:1]([O:5][C:6]([NH:8][C@@H:9]([CH2:15][C:16]1[CH:21]=[CH:20][C:19]([C:22]2[CH:27]=[CH:26][CH:25]=[C:24](NCC(OC(C)(C)C)=O)[CH:23]=2)=[CH:18][CH:17]=1)[C:10]([O:12][CH2:13][CH3:14])=[O:11])=[O:7])([CH3:4])([CH3:3])[CH3:2].[C:37]([O:41]C(N[C@@H](CC1C=CC(OS(C(F)(F)F)(=O)=O)=CC=1)C(OCC)=O)=O)(C)(C)C>>[C:1]([O:5][C:6]([NH:8][C@@H:9]([CH2:15][C:16]1[CH:21]=[CH:20][C:19]([C:22]2[CH:27]=[CH:26][CH:25]=[C:24]([CH:37]=[O:41])[CH:23]=2)=[CH:18][CH:17]=1)[C:10]([O:12][CH2:13][CH3:14])=[O:11])=[O:7])([CH3:4])([CH3:3])[CH3:2]. Reported procedure: In a manner similar to the preparation of ethyl (S)-2-tert-butoxycarbonylamino-3-[3′-(tert-butoxycarbonylmethylamino)biphenyl-4-yl]propionate (Example 1e), using 173 g (391 mmol) of ethyl (S)-2-tert-butoxycarbonylamino-3-(4-trifluoromethanesulfonyloxyphenyl)propionate and 82 g (547 mmol) of 3-boronic acid-benzaldehyde, 95.7 g of coupled product are isolated with a 61% yield. The reactants are [Br-], O=C1CCC(N2Cc3c(OCc4ccc(CBr)cc4)cccc3C2=O)C(=O)N1, CC#N, CCCC[N+](CCCC)(CCCC)CCCC, CCN(C(C)C)C(C)C, Cl, FC(F)(F)C1CCNCC1. Yields the product O=C1CCC(N2Cc3c(OCc4ccc(CN5CCC(C(F)(F)F)CC5)cc4)cccc3C2=O)C(=O)N1. Reaction SMILES: [Br-:52].[Br:1][CH2:2][c:3]1[cH:4][cH:5][c:6]([CH2:7][O:8][c:9]2[c:10]3[c:14]([cH:15][cH:16][cH:17]2)[C:13](=[O:18])[N:12]([CH:19]2[C:20](=[O:26])[NH:21][C:22](=[O:25])[CH2:23][CH2:24]2)[CH2:11]3)[cH:27][cH:28]1.[CH3:49][C:50]#[N:51].[CH3:53][CH2:54][CH2:55][CH2:56][N+:57]([CH2:58][CH2:59][CH2:60][CH3:61])([CH2:62][CH2:63][CH2:64][CH3:65])[CH2:66][CH2:67][CH2:68][CH3:69].[CH:40]([N:41]([CH2:42][CH3:43])[CH:44]([CH3:45])[CH3:46])([CH3:47])[CH3:48].[ClH:29].[F:30][C:31]([CH:32]1[CH2:33][CH2:34][NH:35][CH2:36][CH2:37]1)([F:38])[F:39]>>[CH2:2]([c:3]1[cH:4][cH:5][c:6]([CH2:7][O:8][c:9]2[c:10]3[c:14]([cH:15][cH:16][cH:17]2)[C:13](=[O:18])[N:12]([CH:19]2[C:20](=[O:26])[NH:21][C:22](=[O:25])[CH2:23][CH2:24]2)[CH2:11]3)[cH:27][cH:28]1)[N:35]1[CH2:34][CH2:33][CH:32]([C:31]([F:30])([F:38])[F:39])[CH2:37][CH2:36]1. Reaction SMILES: [Br:1][C:2]1[CH:7]=[CH:6][C:5]([CH:8](C(OC)=O)[C:9](OC)=[O:10])=[C:4]([N+:17]([O-])=O)[CH:3]=1.[Cl-].[Li+]>CS(C)=O>[Br:1][C:2]1[CH:3]=[C:4]2[C:5]([CH2:8][C:9](=[O:10])[NH:17]2)=[CH:6][CH:7]=1 |f:1.2|. Run at time 3 hour. Starting materials: BrC1=CC(=C(C=C1)C(C(=O)OC)C(=O)OC)[N+](=O)[O-] (dimethyl 2-(4-bromo-2-nitrophenyl)malonate), [Cl-].[Li+] (lithium chloride). Run in CS(=O)C (dimethyl sulfoxide). The product is BrC1=CC=C2CC(NC2=C1)=O (6-Bromo-2-oxindole). Procedure: A solution of 17.4 g of dimethyl 2-(4-bromo-2-nitrophenyl)malonate and 4.6 g of lithium chloride in 150 ml of dimethyl sulfoxide was placed in an oil bath at 100° C. After 3 hours, the reaction mixture was The reactants are CC(C)O, Sc1ccccc1Cl, [Cu]I, Cc1cc(C)cc(I)c1, [K+], [K+], O=C([O-])[O-], OCCO. Product: Cc1cc(C)cc(Sc2ccccc2Cl)c1. Reaction SMILES: [CH3:30][CH:31]([OH:32])[CH3:33].[Cl:10][c:11]1[c:12]([SH:17])[cH:13][cH:14][cH:15][cH:16]1.[Cu:28][I:29].[I:1][c:2]1[cH:3][c:4]([CH3:9])[cH:5][c:6]([CH3:8])[cH:7]1.[K+:18].[K+:19].[O-:20][C:21]([O-:22])=[O:23].[OH:24][CH2:25][CH2:26][OH:27]>>[c:2]1([S:17][c:12]2[c:11]([Cl:10])[cH:16][cH:15][cH:14][cH:13]2)[cH:3][c:4]([CH3:9])[cH:5][c:6]([CH3:8])[cH:7]1.